From a dataset of the Open Reaction Database (ORD), a public repository of structured organic reaction records. describe an organic reaction: reactants, conditions, products, and yield Starting materials: CON1C(CC(CC1(C)C)=O)(C)C (1-methoxy-2,2,6,6-tetramethylpiperidin-4-one), C(CCC)N (n-butyl amine). The reagents and catalysts are [Pt] (platinum on carbon). The solvent is CO (methanol). Product: CON1C(CC(CC1(C)C)NCCCC)(C)C (1-methoxy-4-n-butylamino-2,2,6,6-tetramethylpiperidine). Isolated yield 80.2%. Reaction SMILES: [CH3:1][O:2][N:3]1[C:8]([CH3:10])([CH3:9])[CH2:7][C:6](=O)[CH2:5][C:4]1([CH3:13])[CH3:12].[CH2:14]([NH2:18])[CH2:15][CH2:16][CH3:17]>[Pt].CO>[CH3:1][O:2][N:3]1[C:8]([CH3:10])([CH3:9])[CH2:7][CH:6]([NH:18][CH2:14][CH2:15][CH2:16][CH3:17])[CH2:5][C:4]1([CH3:13])[CH3:12]. Procedure: A mixture of 10.1 g (54.5 mmol) of 1-methoxy-2,2,6,6-tetramethylpiperidin-4-one, 27.9 g (382 mmol) of n-butyl amine, 100 ml of methanol, and 1.0 g of 5% platinum on carbon is hydrogenated (50 psi, 25° C.) for 5 hours. The catalyst is removed by filtration. Evaporation of the filtrate gives an oil which is purified by fractional distillation to afford 10.6 g (80% yield) of the title compound, a colorless oil, b.p. 93°-100° C. (0.25 mm). Starting materials: FC(OC=1C=C2C(=NN(C2=CC1)CCCN(C)C)[Sn](CCCC)(CCCC)CCCC)F (3-(5-(difluoromethoxy)-3-(tributylstannyl)-1H-indazol-1-yl)-N,N-dimethylpropan-1-amine), BrC1=CN=C2C(=N1)C(=CN2C(C2=CC=CC=C2)(C2=CC=CC=C2)C2=CC=CC=C2)C(=O)NC(CO[Si](C)(C)C(C)(C)C)(C)C (2-bromo-N-(1-(tert-butyldimethylsilyloxy)-2-methylpropan-2-yl)-5-trityl-5H-pyrrolo[3,2-b]pyrazine-7-carboxamide). Reagents/catalysts: [Cu]I (CuI), C=1C=CC(=CC1)[P](C=2C=CC=CC2)(C=3C=CC=CC3)[Pd]([P](C=4C=CC=CC4)(C=5C=CC=CC5)C=6C=CC=CC6)([P](C=7C=CC=CC7)(C=8C=CC=CC8)C=9C=CC=CC9)[P](C=1C=CC=CC1)(C=1C=CC=CC1)C=1C=CC=CC1 (Pd(PPh3)4). Run in CN(C)C=O (DMF). Reaction conditions: temperature 80 celsius. Yields the product [Si](C)(C)(C(C)(C)C)OCC(C)(C)NC(=O)C1=CN(C=2C1=NC(=CN2)C2=NN(C1=CC=C(C=C21)OC(F)F)CCCN(C)C)C(C2=CC=CC=C2)(C2=CC=CC=C2)C2=CC=CC=C2 (N-(1-(tert-butyldimethylsilyloxy)-2-methylpropan-2-yl)-2-(5-(difluoromethoxy)-1-(3-(dimethylamino)propyl)-1H-indazol-3-yl)-5-trityl-5H-pyrrolo[3,2-b]pyrazine-7-carboxamide). Yield: 46.6%. RXN SMILES: [F:1][CH:2]([F:32])[O:3][C:4]1[CH:5]=[C:6]2[C:10](=[CH:11][CH:12]=1)[N:9]([CH2:13][CH2:14][CH2:15][N:16]([CH3:18])[CH3:17])[N:8]=[C:7]2[Sn](CCCC)(CCCC)CCCC.Br[C:34]1[N:39]=[C:38]2[C:40]([C:62]([NH:64][C:65]([CH3:76])([CH3:75])[CH2:66][O:67][Si:68]([C:71]([CH3:74])([CH3:73])[CH3:72])([CH3:70])[CH3:69])=[O:63])=[CH:41][N:42]([C:43]([C:56]3[CH:61]=[CH:60][CH:59]=[CH:58][CH:57]=3)([C:50]3[CH:55]=[CH:54][CH:53]=[CH:52][CH:51]=3)[C:44]3[CH:49]=[CH:48][CH:47]=[CH:46][CH:45]=3)[C:37]2=[N:36][CH:35]=1>CN(C=O)C.[Cu]I.C1C=CC([P]([Pd]([P](C2C=CC=CC=2)(C2C=CC=CC=2)C2C=CC=CC=2)([P](C2C=CC=CC=2)(C2C=CC=CC=2)C2C=CC=CC=2)[P](C2C=CC=CC=2)(C2C=CC=CC=2)C2C=CC=CC=2)(C2C=CC=CC=2)C2C=CC=CC=2)=CC=1>[Si:68]([O:67][CH2:66][C:65]([NH:64][C:62]([C:40]1[C:38]2=[N:39][C:34]([C:7]3[C:6]4[C:10](=[CH:11][CH:12]=[C:4]([O:3][CH:2]([F:1])[F:32])[CH:5]=4)[N:9]([CH2:13][CH2:14][CH2:15][N:16]([CH3:17])[CH3:18])[N:8]=3)=[CH:35][N:36]=[C:37]2[N:42]([C:43]([C:44]2[CH:45]=[CH:46][CH:47]=[CH:48][CH:49]=2)([C:56]2[CH:61]=[CH:60][CH:59]=[CH:58][CH:57]=2)[C:50]2[CH:51]=[CH:52][CH:53]=[CH:54][CH:55]=2)[CH:41]=1)=[O:63])([CH3:75])[CH3:76])([C:71]([CH3:72])([CH3:73])[CH3:74])([CH3:70])[CH3:69] |^1:87,89,108,127|. Reported procedure: To a solution of 3-(5-(difluoromethoxy)-3-(tributylstannyl)-1H-indazol-1-yl)-N,N-dimethylpropan-1-amine (120 mg, 0.22 mmol) and 2-bromo-N-(1-(tert-butyldimethylsilyloxy)-2-methylpropan-2-yl)-5-trityl-5H-pyrrolo[3,2-b]pyrazine-7-carboxamide (200 mg, 0.26 mmol) in DMF (10 mL) were added CuI (30 mg, 0.16 mmol) and Pd(PPh3)4 (47 mg, 0.041 mmol), Then the reaction mixture was degassed by bubbling nitrogen for 3 minutes and refilled with nitrogen. The mixture was heated to 80° C. for 5 hours under nit... Reactants: ClC=1C=C(NC=2C3=C(N=CN2)N(C(=C3C)C)CC3=CC=CC=C3)C=CC1 (4-(m-chloroanilino)-5,6-dimethyl-7-benzyl-pyrrolo[2,3-d]pyrimidine), [Al+3].[Cl-].[Cl-].[Cl-] (AlCl3). The solvent is C1(=CC=CC=C1)C (toluene). Run at time 2 hour. The product is ClC=1C=C(NC=2C3=C(N=CN2)NC(=C3C)C)C=CC1 (4-(m-chloroanilino)-5,6-dimethyl-7H-pyrrolo[2,3-d]pyrimidine). RXN SMILES: [Cl:1][C:2]1[CH:3]=[C:4]([CH:24]=[CH:25][CH:26]=1)[NH:5][C:6]1[C:7]2[C:14]([CH3:15])=[C:13]([CH3:16])[N:12](CC3C=CC=CC=3)[C:8]=2[N:9]=[CH:10][N:11]=1.[Al+3].[Cl-].[Cl-].[Cl-]>C1(C)C=CC=CC=1>[Cl:1][C:2]1[CH:3]=[C:4]([CH:24]=[CH:25][CH:26]=1)[NH:5][C:6]1[C:7]2[C:14]([CH3:15])=[C:13]([CH3:16])[NH:12][C:8]=2[N:9]=[CH:10][N:11]=1 |f:1.2.3.4|. Procedure details: 1 g (2.76 mmol) of 4-(m-chloroanilino)-5,6-dimethyl-7-benzyl-pyrrolo[2,3-d]pyrimidine and 2.57 g (19.32 mmol) of AlCl3 are heated at reflux in 20 ml of toluene for 2 hours, until all starting material has disappeared in a TLC. The reaction solution is cooled to RT, poured onto ice-water and stirred at 0° C. for 2 hours. The precipitate is filtered off with suction and dissolved in hot ethyl acetate. The ethyl acetate solution is washed twice each with 5% sodium hydrogen carbonate solution and sa...